Dataset: the Open Reaction Database (ORD), a public repository of structured organic reaction records. Task: describe an organic reaction: reactants, conditions, products, and yield Reactants: C(CCCCCCC\C=C/CCCCCCCC)(=O)O (oleic acid), ( Δ ), CCCCCCCCCCCCCCCCC.C(CCCCCCC\C=C/CCCCCCCC)(=O)O (oleic acid heptadecane). Reagents/catalysts: [Pd] (Pd/C). Solvent: CCCCCCCCCCCC (dodecane). Product: CCCCCCCCCCCCCCCCC.C(CCCCCCCCCCCCCCCCC)(=O)O (stearic acid heptadecane). Reaction SMILES: [C:1](O)(=O)[CH2:2][CH2:3][CH2:4][CH2:5][CH2:6][CH2:7][CH2:8]/[CH:9]=[CH:10]\[CH2:11][CH2:12][CH2:13][CH2:14][CH2:15][CH2:16][CH2:17]C.CCCCCCCCCCCCCCCCC.[C:38]([OH:57])(=[O:56])[CH2:39][CH2:40][CH2:41][CH2:42][CH2:43][CH2:44][CH2:45]/[CH:46]=[CH:47]\[CH2:48][CH2:49][CH2:50][CH2:51][CH2:52][CH2:53][CH2:54][CH3:55]>CCCCCCCCCCCC.[Pd]>[CH3:17][CH2:16][CH2:15][CH2:14][CH2:13][CH2:12][CH2:11][CH2:10][CH2:9][CH2:8][CH2:7][CH2:6][CH2:5][CH2:4][CH2:3][CH2:2][CH3:1].[C:38]([OH:57])(=[O:56])[CH2:39][CH2:40][CH2:41][CH2:42][CH2:43][CH2:44][CH2:45][CH2:46][CH2:47][CH2:48][CH2:49][CH2:50][CH2:51][CH2:52][CH2:53][CH2:54][CH3:55] |f:1.2,5.6|. Procedure: The deoxygenation kinetics of stearic acid and oleic acids in H2 are closely similar, as shown in FIG. 10, with complete FFA conversion occurring in approximately 30 minutes and providing essentially 100% yield of n-heptadecane. Specifically shown in FIG. 10 is the results of stearic and oleic acid decarboxylation reactions in 10% H2 and dodecane solvent at 300° C. over 5% Pd/C catalyst for different reaction times. Shown are oleic acid conversion (Δ), oleic acid heptadecane yield (□), stearic a... The reactants are COC(CN1C=NC(=C1)[N+](=O)[O-])=O ((4-Nitro-imidazol-1-yl)-acetic acid methyl ester), FC=1C=C(C=C(C1)F)CC(=O)NC(C(=O)O)CCC (2-[2-(3,5-Difluoro-phenyl)-acetylamino]-pentanoic acid). Yields the product COC(CN1C=NC(=C1)NC(C(CCC)NC(CC1=CC(=CC(=C1)F)F)=O)=O)=O ((4-{2-[2-(3,5-Difluoro-phenyl)-acetylamino]-pentanoylamino}-imidazol-1-yl)-acetic acid methyl ester). RXN SMILES: [CH3:1][O:2][C:3](=[O:13])[CH2:4][N:5]1[CH:9]=[C:8]([N+:10]([O-])=O)[N:7]=[CH:6]1.[F:14][C:15]1[CH:16]=[C:17]([CH2:22][C:23]([NH:25][CH:26]([CH2:30][CH2:31][CH3:32])[C:27](O)=[O:28])=[O:24])[CH:18]=[C:19]([F:21])[CH:20]=1>>[CH3:1][O:2][C:3](=[O:13])[CH2:4][N:5]1[CH:9]=[C:8]([NH:10][C:27](=[O:28])[CH:26]([NH:25][C:23](=[O:24])[CH2:22][C:17]2[CH:18]=[C:19]([F:21])[CH:20]=[C:15]([F:14])[CH:16]=2)[CH2:30][CH2:31][CH3:32])[N:7]=[CH:6]1. Procedure: (4-Nitro-imidazol-1-yl)-acetic acid methyl ester was reduced and coupled with 2-[2-(3,5-Difluoro-phenyl)-acetylamino]-pentanoic acid to afford the title compound; MS 409.1 m/z (M+1). The reactants are O (water), [H-].[Na+] (Sodium hydride), C(C1=CC=CC=C1)N1N=C(C(=C1)CCC(=O)OCC)O (ethyl 3-(1-benzyl-3-hydroxy-1H-pyrazol-4-yl)propionate), ICC (Iodoethane). The solvent is CN(C=O)C (N,N-dimethylformamide). The yield is 91.0%. Procedure: Sodium hydride (60%, oily, 1.28 g) was added to a solution of ethyl 3-(1-benzyl-3-hydroxy-1H-pyrazol-4-yl)propionate (8.78 g) in N,N-dimethylformamide (100 ml) at 0° C., and the mixture was stirred for 30 minutes. Iodoethane (2.82 ml) was added to the reaction mixture, and the mixture was stirred at room temperature for one hour. The reaction mixture was poured into water, which was extracted with ethyl acetate. The ethyl acetate layer was washed with 1N hydrochloric acid and then with saturated... Reaction conditions: time 30 minute. Yields the product C(C1=CC=CC=C1)N1N=C(C(=C1)CCC(=O)OCC)OCC (ethyl 3-(1-benzyl-3-ethoxy-1H-pyrazol-4-yl)propionate). As a reaction SMILES: [H-].[Na+].[CH2:3]([N:10]1[CH:14]=[C:13]([CH2:15][CH2:16][C:17]([O:19][CH2:20][CH3:21])=[O:18])[C:12]([OH:22])=[N:11]1)[C:4]1[CH:9]=[CH:8][CH:7]=[CH:6][CH:5]=1.I[CH2:24][CH3:25].O>CN(C)C=O>[CH2:3]([N:10]1[CH:14]=[C:13]([CH2:15][CH2:16][C:17]([O:19][CH2:20][CH3:21])=[O:18])[C:12]([O:22][CH2:24][CH3:25])=[N:11]1)[C:4]1[CH:5]=[CH:6][CH:7]=[CH:8][CH:9]=1 |f:0.1|. Reactants: C(C)(C)OP(C1=CC=CC=C1)OC(C)C (diisopropoxyphenylphosphine), C(C(C)(C)C)(=O)Cl (pivaloyl chloride). Reaction conditions: time 2 hour. Yields the product C(C(C)(C)C)(=O)P(OC(C)C)(=O)C1=CC=CC=C1 (Isopropyl pivaloyl-phenylphosphinate). As a reaction SMILES: C([O:4][P:5]([O:12][CH:13]([CH3:15])[CH3:14])[C:6]1[CH:11]=[CH:10][CH:9]=[CH:8][CH:7]=1)(C)C.[C:16](Cl)(=[O:21])[C:17]([CH3:20])([CH3:19])[CH3:18]>>[C:16]([P:5]([C:6]1[CH:7]=[CH:8][CH:9]=[CH:10][CH:11]=1)(=[O:4])[O:12][CH:13]([CH3:14])[CH3:15])(=[O:21])[C:17]([CH3:20])([CH3:19])[CH3:18]. Procedure: 158 parts of diisopropoxyphenylphosphine are added slowly to 84 parts of pivaloyl chloride at 50°-60° C., with thorough stirring. Stirring is then continued for two hours, after which the mixture is fractionated under reduced pressure. Isopropyl pivaloyl-phenylphosphinate distils at 119°-121° C./0.5 mm. As a reaction SMILES: [CH2:24]([N+:25]([CH2:26][CH2:27][CH2:28][CH3:29])([CH2:30][CH2:31][CH2:32][CH3:33])[CH2:34][CH2:35][CH2:36][CH3:37])[CH2:38][CH2:39][CH3:40].[CH2:43]([O:44][CH2:45][CH3:46])[CH3:47].[CH3:11][Si:12]([c:13]1[s:14][cH:15][cH:16][n:17]1)([CH3:18])[CH3:19].[CH3:41][OH:42].[CH:1](=[O:2])[CH:3]1[CH2:4][N:5]2[CH2:6][CH2:7][CH:8]1[CH2:9][CH2:10]2.[F-:23].[O:48]1[CH2:49][CH2:50][CH2:51][CH2:52]1.[OH2:20].[OH2:21].[OH2:22]>>[CH:1]([OH:2])([CH:3]1[CH2:4][N:5]2[CH2:6][CH2:7][CH:8]1[CH2:9][CH2:10]2)[c:13]1[s:14][cH:15][cH:16][n:17]1. Yields the product OC(c1nccs1)C1CN2CCC1CC2. Starting materials: CCCC[N+](CCCC)(CCCC)CCCC, CCOCC, C[Si](C)(C)c1nccs1, CO, O=CC1CN2CCC1CC2, [F-], C1CCOC1, O, O, O. The reactants are O=C([O-])[O-], CCOC(=O)C(C)(C)Br, Cc1nc(-c2cn3c(n2)-c2ccc(C4CCNCC4)cc2OCC3)n(C(C)C)n1, Cl, [Cs+], [Cs+], CN(C)C=O. The product is CCOC(=O)C(C)(C)N1CCC(c2ccc3c(c2)OCCn2cc(-c4nc(C)nn4C(C)C)nc2-3)CC1. As a reaction SMILES: [C:40](=[O:41])([O-:42])[O-:43].[CH2:31]([CH3:32])[O:33][C:34]([C:35]([CH3:36])([CH3:37])[Br:38])=[O:39].[CH:2]([CH3:3])([CH3:4])[n:5]1[n:6][c:7]([CH3:30])[n:8][c:9]1-[c:10]1[cH:11][n:12]2[c:18]([n:19]1)-[c:17]1[c:16]([cH:23][c:22]([CH:24]3[CH2:25][CH2:26][NH:27][CH2:28][CH2:29]3)[cH:21][cH:20]1)[O:15][CH2:14][CH2:13]2.[ClH:1].[Cs+:44].[Cs+:45].[O:46]=[CH:47][N:48]([CH3:49])[CH3:50]>>[CH:2]([CH3:3])([CH3:4])[n:5]1[n:6][c:7]([CH3:30])[n:8][c:9]1-[c:10]1[cH:11][n:12]2[c:18]([n:19]1)-[c:17]1[c:16]([cH:23][c:22]([CH:24]3[CH2:25][CH2:26][N:27]([C:35]([C:34]([O:33][CH2:31][CH3:32])=[O:39])([CH3:36])[CH3:37])[CH2:28][CH2:29]3)[cH:21][cH:20]1)[O:15][CH2:14][CH2:13]2.